Dataset: the Open Reaction Database (ORD), a public repository of structured organic reaction records. Task: describe an organic reaction: reactants, conditions, products, and yield Starting materials: C(CCC)C1=NC=2C(=NC(=C(C2)C2=CC=CC=C2)CO)N1 (2-butyl-5-hydroxymethyl-6-phenyl-3H-imidazo[4,5-b]pyridine), C(C)OC(C)N1N=NN=C1C1=C(C=CC=C1)C1=CC=C(C=C1)CBr (2'-[1-(1-ethoxyethyl)-1H-tetrazol-5-yl]-biphenyl-4-ylmethyl bromide), C(=O)([O-])[O-].[K+].[K+] (K2CO3). Solvent: C(C)(=O)OCC (ethyl acetate), CN(C=O)C (dimethyl formamide). Reaction conditions: time 5 hour. Product: C(CCC)C1=NC=2C(=NC(=C(C2)C2=CC=CC=C2)CO)N1CC1=CC=C(C=C1)C1=C(C=CC=C1)C1=NN=NN1C(C)OCC (2-butyl-3-{2'-[l-(1-ethoxyethyl)-1H-tetrazol-5-yl]-biphenyl-4-ylmethyl}-5-hydroxymethyl-6-phenyl-3H-imidazo[4,5-b]pyridine). Isolated yield 64.7%. RXN SMILES: [CH2:1]([C:5]1[NH:21][C:8]2=[N:9][C:10]([CH2:19][OH:20])=[C:11]([C:13]3[CH:18]=[CH:17][CH:16]=[CH:15][CH:14]=3)[CH:12]=[C:7]2[N:6]=1)[CH2:2][CH2:3][CH3:4].[CH2:22]([O:24][CH:25]([N:27]1[C:31]([C:32]2[CH:37]=[CH:36][CH:35]=[CH:34][C:33]=2[C:38]2[CH:43]=[CH:42][C:41]([CH2:44]Br)=[CH:40][CH:39]=2)=[N:30][N:29]=[N:28]1)[CH3:26])[CH3:23].C([O-])([O-])=O.[K+].[K+]>CN(C)C=O.C(OCC)(=O)C>[CH2:1]([C:5]1[N:21]([CH2:44][C:41]2[CH:40]=[CH:39][C:38]([C:33]3[CH:34]=[CH:35][CH:36]=[CH:37][C:32]=3[C:31]3[N:27]([CH:25]([O:24][CH2:22][CH3:23])[CH3:26])[N:28]=[N:29][N:30]=3)=[CH:43][CH:42]=2)[C:8]2=[N:9][C:10]([CH2:19][OH:20])=[C:11]([C:13]3[CH:18]=[CH:17][CH:16]=[CH:15][CH:14]=3)[CH:12]=[C:7]2[N:6]=1)[CH2:2][CH2:3][CH3:4] |f:2.3.4|. Procedure: 2.1 g(0.0075 mole) of the compound obtained in step 9 and 3.6 g(0.009 mole) of 2'-[1-(1-ethoxyethyl)-1H-tetrazol-5-yl]-biphenyl-4-ylmethyl bromide were dissolved in 20 ml of dimethyl formamide and to the resulting solution was added 2.1 g(0.015 mole) of K2CO3. The resultant was stirred for 5 hours at room temperature and diluted with 100 ml of ethyl acetate, and washed with water(50 ml×3). The organic layer was dried over Na2SO4, concentrated under reduced pressure and purified with column chrom... RXN SMILES: [CH3:1][S:2](=[O:3])[c:4]1[n:5][n:6]2[c:7]([cH:8][n:9]1)[cH:10][cH:11][c:12]2-[c:13]1[c:14]([OH:19])[cH:15][cH:16][cH:17][cH:18]1.[CH3:20][N:21]1[CH2:22][CH2:23][N:24]([c:27]2[cH:28][cH:29][c:30]([NH2:33])[cH:31][cH:32]2)[CH2:25][CH2:26]1.[CH3:34][O:35][CH2:36][CH:37]([OH:38])[CH3:39].[CH:40]([N:41]([CH2:42][CH3:43])[CH:44]([CH3:45])[CH3:46])([CH3:47])[CH3:48]>>[c:4]1([NH:33][c:30]2[cH:29][cH:28][c:27]([N:24]3[CH2:23][CH2:22][N:21]([CH3:20])[CH2:26][CH2:25]3)[cH:32][cH:31]2)[n:5][n:6]2[c:7]([cH:8][n:9]1)[cH:10][cH:11][c:12]2-[c:13]1[c:14]([OH:19])[cH:15][cH:16][cH:17][cH:18]1. Yields the product CN1CCN(c2ccc(Nc3ncc4ccc(-c5ccccc5O)n4n3)cc2)CC1. Reactants: CS(=O)c1ncc2ccc(-c3ccccc3O)n2n1, CN1CCN(c2ccc(N)cc2)CC1, COCC(C)O, CCN(C(C)C)C(C)C. Starting materials: FC1=C(C=CC=C1)COC=1C=C(C=CC1)[C@@H]1N([C@@]2(CC1)C(N(CC2)C)=O)C(=O)OC(C)(C)C (1,1-dimethylethyl (2R,5R)-2-(3-{[(2-fluorophenyl)methyl]oxy}phenyl)-7-methyl-6-oxo-1,7-diazaspiro[4.4]nonane-1-carboxylate), C(=O)(C)Cl (AcCl). Solvent: C(C)(=O)OCC (ethyl acetate), CO (methanol). Run at time 1 hour. The product is Cl.FC1=C(C=CC=C1)COC=1C=C(C=CC1)[C@@H]1N[C@@]2(CC1)C(N(CC2)C)=O ((2R,5R)-2-(3-{[(2-Fluorophenyl)methyl]oxy}phenyl)-7-methyl-1,7-diazaspiro[4,4]nonan-6-one hydrochloride). As a reaction SMILES: [F:1][C:2]1[CH:7]=[CH:6][CH:5]=[CH:4][C:3]=1[CH2:8][O:9][C:10]1[CH:11]=[C:12]([C@H:16]2[CH2:20][CH2:19][C@:18]3([CH2:24][CH2:23][N:22]([CH3:25])[C:21]3=[O:26])[N:17]2C(OC(C)(C)C)=O)[CH:13]=[CH:14][CH:15]=1.C([Cl:37])(C)=O>C(OCC)(=O)C.CO>[ClH:37].[F:1][C:2]1[CH:7]=[CH:6][CH:5]=[CH:4][C:3]=1[CH2:8][O:9][C:10]1[CH:11]=[C:12]([C@H:16]2[CH2:20][CH2:19][C@:18]3([CH2:24][CH2:23][N:22]([CH3:25])[C:21]3=[O:26])[NH:17]2)[CH:13]=[CH:14][CH:15]=1 |f:4.5|. Reported procedure: To a solution of 1,1-dimethylethyl (2R,5R)-2-(3-{[(2-fluorophenyl)methyl]oxy}phenyl)-7-methyl-6-oxo-1,7-diazaspiro[4.4]nonane-1-carboxylate (D47, 60 mg, 0.13 mmol) in a mixture of ethyl acetate (1 mL) and methanol (0.2 mL) was added AcCl (58 μl, 0.82 mmol) at 0° C. The mixture was stirred for 1 hour at room temperature, solvent removal afforded the title compound. Despite a clean HPLC trace, the product did not become solid. The oil obtained was then submitted to a further purification by SCX co... Solvent: C(C)(=O)O (acetic acid). Reactants: C(=O)C=1C=C2C(=C(C=NC2=CC1)C#N)SCC(C)C (6-formyl-4-isobutylsulfanyl-quinoline-3-carbonitrile), COC=1C=CC(=CC1OC2CCCC2)/C=C\3/C(=O)NC(=N)S3 (pseudothiohydantoin), C(C)(=O)[O-].[Na+] (sodium acetate). Yields the product NC=1S\C(\C(N1)=O)=C/C=1C=C2C(=C(C=NC2=CC1)C#N)SCC(C)C (6-[2-amino-4-oxo-4H-thiazol-(5Z)-ylidenemethyl]-4-isobutylsulfanyl-quinoline-3-carbonitrile). Reaction SMILES: [CH:1]([C:3]1[CH:4]=[C:5]2[C:10](=[CH:11][CH:12]=1)[N:9]=[CH:8][C:7]([C:13]#[N:14])=[C:6]2[S:15][CH2:16][CH:17]([CH3:19])[CH3:18])=O.COC1C=CC(/C=[C:35]2/[C:36]([NH:38][C:39]([S:41]/2)=[NH:40])=[O:37])=CC=1OC1CCCC1.C([O-])(=O)C.[Na+]>C(O)(=O)C>[NH2:40][C:39]1[S:41]/[C:35](=[CH:1]\[C:3]2[CH:4]=[C:5]3[C:10](=[CH:11][CH:12]=2)[N:9]=[CH:8][C:7]([C:13]#[N:14])=[C:6]3[S:15][CH2:16][CH:17]([CH3:19])[CH3:18])/[C:36](=[O:37])[N:38]=1 |f:2.3|. Procedure details: Similar procedure as described in example 28c was used, starting from 6-formyl-4-isobutylsulfanyl-quinoline-3-carbonitrile (example 65b), pseudothiohydantoin, sodium acetate and acetic acid to give 6-[2-amino-4-oxo-4H-thiazol-(5Z)-ylidenemethyl]-4-isobutylsulfanyl-quinoline-3-carbonitrile. LC-MS m/e 369 (MH+).